Task: describe an organic reaction: reactants, conditions, products, and yield. Dataset: the Open Reaction Database (ORD), a public repository of structured organic reaction records Starting materials: COC(COC1=CC(=C(C=C1)C#N)F)=O ((4-cyano-3-fluoro-phenoxy)-acetic acid methyl ester), C(C)(C)(C)OC(C(C)OC1=CC(=C(C=C1)C#N)F)=O (2-(4-cyano-3-fluoro-phenoxy)-propionic acid tert-butyl ester). Yields the product COC(COC1=CC(=C(C=C1)CN)F)=O ((4-Aminomethyl-3-fluoro-phenoxy)-acetic acid methyl ester). As a reaction SMILES: [CH3:1][O:2][C:3](=[O:15])[CH2:4][O:5][C:6]1[CH:11]=[CH:10][C:9]([C:12]#[N:13])=[C:8]([F:14])[CH:7]=1.C(OC(=O)C(OC1C=CC(C#N)=C(F)C=1)C)(C)(C)C>>[CH3:1][O:2][C:3](=[O:15])[CH2:4][O:5][C:6]1[CH:11]=[CH:10][C:9]([CH2:12][NH2:13])=[C:8]([F:14])[CH:7]=1. Reported procedure: The compound of Formula (5.0.19) was prepared in a manner analogous to that described in Preparation 10, substituting (4-cyano-3-fluoro-phenoxy)-acetic acid methyl ester for the corresponding 2-(4-cyano-3-fluoro-phenoxy)-propionic acid tert-butyl ester material.